This data is from the Open Reaction Database (ORD), a public repository of structured organic reaction records. The task is: describe an organic reaction: reactants, conditions, products, and yield The reactants are ClC1=CC=C(C=C1)C=CC(C)=O (4-(4-chlorophenyl)-3-buten-2-one), C(C(=O)OCC)(=O)OCC (diethyl oxalate), [O-]CC.[Na+] (sodium ethoxide). Run in C(C)OCC (diethyl ether), C(C)OCC (diethyl ether). Product: ClC1=CC=C(C=C1)C=CC(CC(C(=O)OCC)=O)=O (Ethyl 6-(4-chlorophenyl)-2,4-dioxo-hex-5-enoate). RXN SMILES: [Cl:1][C:2]1[CH:7]=[CH:6][C:5]([CH:8]=[CH:9][C:10](=[O:12])[CH3:11])=[CH:4][CH:3]=1.[C:13](OCC)(=[O:19])[C:14]([O:16][CH2:17][CH3:18])=[O:15].[O-]CC.[Na+]>C(OCC)C>[Cl:1][C:2]1[CH:3]=[CH:4][C:5]([CH:8]=[CH:9][C:10](=[O:12])[CH2:11][C:13](=[O:19])[C:14]([O:16][CH2:17][CH3:18])=[O:15])=[CH:6][CH:7]=1 |f:2.3|. Procedure details: A solution of 4-(4-chlorophenyl)-3-buten-2-one (27.1 g) and diethyl oxalate (21.9 g) in dry diethyl ether (200 ml) was added dropwise over 15 minutes to a stirred suspension of sodium ethoxide (3.45 g of sodium dissolved in absolute ethanol and excess ethanol evaporated off) in dry diethyl ether (400 ml) cooled to 5°-10° C. by an ice bath. A yellow solid began to precipitate after 5 minutes. Starting materials: CC(=O)O[BH-](OC(C)=O)OC(C)=O, CCN1CCC(=O)CC1, CO, CC(=O)O, ClCCCl, Nc1ccc2c(c1)CC(=O)N2, NN1C(=O)Cc2ccccc21, [Na+]. The product is CCN1CCC(Nc2ccc3c(c2)CC(=O)N3)CC1. Reaction SMILES: [C:21]([O:22][BH-:23]([O:24][C:25](=[O:26])[CH3:27])[O:28][C:29](=[O:30])[CH3:31])(=[O:32])[CH3:33].[CH2:12]([CH3:13])[N:14]1[CH2:15][CH2:16][C:17](=[O:20])[CH2:18][CH2:19]1.[CH3:46][OH:47].[CH3:48][C:49](=[O:50])[OH:51].[Cl:52][CH2:53][CH2:54][Cl:55].[NH2:1][c:2]1[cH:3][c:4]2[c:8]([cH:9][cH:10]1)[NH:7][C:6](=[O:11])[CH2:5]2.[NH2:35][N:36]1[c:37]2[c:38]([cH:39][cH:40][cH:41][cH:42]2)[CH2:43][C:44]1=[O:45].[Na+:34]>>[NH:1]([c:2]1[cH:3][c:4]2[c:8]([cH:9][cH:10]1)[NH:7][C:6](=[O:11])[CH2:5]2)[CH:17]1[CH2:16][CH2:15][N:14]([CH2:12][CH3:13])[CH2:19][CH2:18]1. Starting materials: C(C)(C)NC(C)C (diisopropylamine), C(CCC)[Li] (n-butyllithum), C(C(C)C)(=O)OC (methyl isobutyrate), CC1=NC(=NC=C1)SC (4-methyl-2-(methylthio)pyrimidine). Run in C1CCOC1 (THF), CCCCCC (hexane). Run at temperature 0 celsius, time 30 minute. The product is CC(C(CC1=NC(=NC=C1)SC)=O)C (3-methyl-1-(2-methylsulfanyl-pyrimidin-4-yl)-butan-2-one). The yield is 57.0%. RXN SMILES: C(NC(C)C)(C)C.C([Li])CCC.[CH3:13][C:14]1[CH:19]=[CH:18][N:17]=[C:16]([S:20][CH3:21])[N:15]=1.[C:22](OC)(=[O:26])[CH:23]([CH3:25])[CH3:24]>C1COCC1.CCCCCC>[CH3:24][CH:23]([CH3:25])[C:22](=[O:26])[CH2:13][C:14]1[CH:19]=[CH:18][N:17]=[C:16]([S:20][CH3:21])[N:15]=1. Procedure: To a solution of diisopropylamine (10.1 mL, 71.8 mmol) in anhydrous THF (50 mL) is added n-butyllithum (33.6 mL of an 1.6M in hexane) dropwise at 0° C. After 30 min at 0° C., 4-methyl-2-(methylthio)pyrimidine (5 mL, 35.9 mmol) is added. The resulting mixture is stirred at 0° C. for 30 min. After the addition of methyl isobutyrate (4.3 mL, 37.7 mmol) at 0° C., the reaction mixture is stirred overnight. The reaction mixture is quenched with acetic acid at 0° C., diluted with water, and extracted w... The reactants are COc1cc2c(Oc3ccc(NC(=O)Nc4ccc(F)cc4F)c(Cl)c3)ncnc2cc1OCCCBr, O=C([O-])[O-], C1COCCN1, CN(C)C=O, [K+], [K+], O. Yields the product COc1cc2c(Oc3ccc(NC(=O)Nc4ccc(F)cc4F)c(Cl)c3)ncnc2cc1OCCCN1CCOCC1. As a reaction SMILES: [Br:1][CH2:2][CH2:3][CH2:4][O:5][c:6]1[c:7]([O:36][CH3:37])[cH:8][c:9]2[c:10]([O:16][c:17]3[cH:18][c:19]([Cl:35])[c:20]([NH:23][C:24](=[O:25])[NH:26][c:27]4[c:28]([F:34])[cH:29][c:30]([F:33])[cH:31][cH:32]4)[cH:21][cH:22]3)[n:11][cH:12][n:13][c:14]2[cH:15]1.[C:38](=[O:39])([O-:40])[O-:41].[CH2:44]1[CH2:45][O:46][CH2:47][CH2:48][NH:49]1.[CH3:51][N:52]([CH3:53])[CH:54]=[O:55].[K+:42].[K+:43].[OH2:50]>>[CH2:2]([CH2:3][CH2:4][O:5][c:6]1[c:7]([O:36][CH3:37])[cH:8][c:9]2[c:10]([O:16][c:17]3[cH:18][c:19]([Cl:35])[c:20]([NH:23][C:24](=[O:25])[NH:26][c:27]4[c:28]([F:34])[cH:29][c:30]([F:33])[cH:31][cH:32]4)[cH:21][cH:22]3)[n:11][cH:12][n:13][c:14]2[cH:15]1)[N:49]1[CH2:44][CH2:45][O:46][CH2:47][CH2:48]1. Starting materials: C(CCC)NCC1=CC=C(C=C1)C(C)(C)C (butyl-(4-tert-butyl-benzyl)-amine), N1C=CC2=CC=CC(=C12)C(=O)O (1H-indole-7-carboxylic acid), CN(C)C(=[N+](C)C)ON1C2=C(C=CC=C2)N=N1.[B-](F)(F)(F)F (TBTU), C(C)(C)N(C(C)C)CC (N,N-diisopropylethyl amine). Solvent: CN(C)C=O (DMF), O (water). Run at time 5 minute. Product: C(CCC)N(C(=O)C=1C=CC=C2C=CNC12)CC1=CC=C(C=C1)C(C)(C)C (1H-Indole-7-carboxylic acid butyl-(4-tert-butyl-benzyl)-amide). Yield: 84.8%. As a reaction SMILES: [NH:1]1[C:9]2[C:4](=[CH:5][CH:6]=[CH:7][C:8]=2[C:10]([OH:12])=O)[CH:3]=[CH:2]1.CN(C(ON1N=NC2C=CC=CC1=2)=[N+](C)C)C.[B-](F)(F)(F)F.C(N(CC)C(C)C)(C)C.[CH2:44]([NH:48][CH2:49][C:50]1[CH:55]=[CH:54][C:53]([C:56]([CH3:59])([CH3:58])[CH3:57])=[CH:52][CH:51]=1)[CH2:45][CH2:46][CH3:47]>CN(C=O)C.O>[CH2:44]([N:48]([CH2:49][C:50]1[CH:55]=[CH:54][C:53]([C:56]([CH3:57])([CH3:59])[CH3:58])=[CH:52][CH:51]=1)[C:10]([C:8]1[CH:7]=[CH:6][CH:5]=[C:4]2[C:9]=1[NH:1][CH:2]=[CH:3]2)=[O:12])[CH2:45][CH2:46][CH3:47] |f:1.2|. Reported procedure: To a solution of 110 mg of 1H-indole-7-carboxylic acid (0.68 mmol) and 220 mg of TBTU (0.68 mmol) in 10 ml DMF, were added 0.59 ml (3.42 mmol) of N,N-diisopropylethyl amine. After stirring for 5 min at rt, 150 mg (0.68 mmol) of butyl-(4-tert-butyl-benzyl)-amine were added. After stirring for 2 h at rt, the reaction mixture was diluted with 100 ml water and extracted twice with EtOAc. The combined organic phases were washed with water and brine, dried with magnesium sulfate, filtered and concentr... Starting materials: C(=C\CCC)/[C@@H]1CC[C@H](CC1)C1=CC=C(C=C1)C(CC)=O (p-[trans-4-(trans-1-pentenyl)cyclohexyl]propiophenone), O.NN (hydrazine hydrate), C(COCCO)O (diethylene glycol), solid, [OH-].[K+] (potassium hydroxide). The solvent is C(C)O (ethanol). Run at temperature 200 celsius, time 2 hour. Yields the product C(CC)C1=CC=C(C=C1)[C@@H]1CC[C@H](CC1)\C=C\CCC (4-propyl-1-[trans-4-(trans-1-pentenyl)cyclohexyl]benzene). The yield is 82.8%. As a reaction SMILES: [CH:1](/[C@H:6]1[CH2:11][CH2:10][C@H:9]([C:12]2[CH:17]=[CH:16][C:15]([C:18](=O)[CH2:19][CH3:20])=[CH:14][CH:13]=2)[CH2:8][CH2:7]1)=[CH:2]\[CH2:3][CH2:4][CH3:5].O.NN.C(O)COCCO.[OH-].[K+]>C(O)C>[CH2:18]([C:15]1[CH:14]=[CH:13][C:12]([C@H:9]2[CH2:8][CH2:7][C@H:6](/[CH:1]=[CH:2]/[CH2:3][CH2:4][CH3:5])[CH2:11][CH2:10]2)=[CH:17][CH:16]=1)[CH2:19][CH3:20] |f:1.2,4.5|. Procedure: A mixture of 235 mg of p-[trans-4-(trans-1-pentenyl)cyclohexyl]propiophenone (prepared according to Example 1), 0.161 ml of hydrazine hydrate, 5 ml of diethylene glycol and 5 ml of ethanol was heated to reflux for 30 minutes under an argon atmosphere in a round flask provided with a reflux condenser. The mixture was then treated with 195 mg of solid potassium hydroxide and subsequently gradually heated to 200° C., while distilling off the ethanol, and held at this temperature for 2 hours. The co... RXN SMILES: [B-:36]([F:37])([F:38])([F:39])[F:40].[CH2:58]([N:59]([CH:60]([CH3:61])[CH3:62])[CH:63]([CH3:64])[CH3:65])[CH3:66].[CH3:1][O:2][C:3](=[O:4])[c:5]1[c:6]([S:11][CH2:12][CH2:13][c:14]2[cH:15][cH:16][c:17]([O:18][CH2:19][C:20](=[O:21])[OH:22])[cH:23][cH:24]2)[cH:7][cH:8][cH:9][cH:10]1.[Cl:67][CH2:68][Cl:69].[F:25][c:26]1[c:27]([CH2:28][NH:29][CH2:30][CH3:31])[cH:32][cH:33][cH:34][cH:35]1.[n:41]1([O:42][C:43]([N:44]([CH3:45])[CH3:46])=[N+:47]([CH3:48])[CH3:49])[c:50]2[cH:51][cH:52][cH:53][cH:54][c:55]2[n:56][n:57]1>>[CH3:1][O:2][C:3](=[O:4])[c:5]1[c:6]([S:11][CH2:12][CH2:13][c:14]2[cH:15][cH:16][c:17]([O:18][CH2:19][C:20](=[O:22])[N:29]([CH2:28][c:27]3[c:26]([F:25])[cH:35][cH:34][cH:33][cH:32]3)[CH2:30][CH3:31])[cH:23][cH:24]2)[cH:7][cH:8][cH:9][cH:10]1. Reactants: F[B-](F)(F)F, CCN(C(C)C)C(C)C, COC(=O)c1ccccc1SCCc1ccc(OCC(=O)O)cc1, ClCCl, CCNCc1ccccc1F, CN(C)C(On1nnc2ccccc21)=[N+](C)C. The product is CCN(Cc1ccccc1F)C(=O)COc1ccc(CCSc2ccccc2C(=O)OC)cc1.